Dataset: the Open Reaction Database (ORD), a public repository of structured organic reaction records. Task: describe an organic reaction: reactants, conditions, products, and yield Starting materials: CCO, CCOC(=O)c1ccc(NC(=O)C(COC2CCCCO2)NS(=O)(=O)c2ccc(Cl)cc2)cc1, [Na+], [OH-]. Product: O=C(O)c1ccc(NC(=O)C(COC2CCCCO2)NS(=O)(=O)c2ccc(Cl)cc2)cc1. RXN SMILES: [CH3:37][CH2:38][OH:39].[Cl:1][c:2]1[cH:3][cH:4][c:5]([S:8](=[O:9])(=[O:10])[NH:11][CH:12]([C:13](=[O:14])[NH:15][c:16]2[cH:17][cH:18][c:19]([C:22](=[O:23])[O:24][CH2:25][CH3:26])[cH:20][cH:21]2)[CH2:27][O:28][CH:29]2[O:30][CH2:31][CH2:32][CH2:33][CH2:34]2)[cH:6][cH:7]1.[Na+:36].[OH-:35]>>[Cl:1][c:2]1[cH:3][cH:4][c:5]([S:8](=[O:9])(=[O:10])[NH:11][CH:12]([C:13](=[O:14])[NH:15][c:16]2[cH:17][cH:18][c:19]([C:22](=[O:23])[OH:24])[cH:20][cH:21]2)[CH2:27][O:28][CH:29]2[O:30][CH2:31][CH2:32][CH2:33][CH2:34]2)[cH:6][cH:7]1. Starting materials: O=S(Cl)Cl (SOCl2), BrC1=C(CN2C=NC=C2CCCO)C=CC=C1 (3-[3-(2-bromobenzyl)-3H-imidazol-4-yl]propan-1-ol). The solvent is C(Cl)Cl (CH2Cl2). Product: BrC1=C(CN2C=NC=C2CCCCl)C=CC=C1 (1-(2-Bromobenzyl)-5-(3-chloropropyl)-1H-imidazole). RXN SMILES: O=S(Cl)[Cl:3].[Br:5][C:6]1[CH:21]=[CH:20][CH:19]=[CH:18][C:7]=1[CH2:8][N:9]1[C:13]([CH2:14][CH2:15][CH2:16]O)=[CH:12][N:11]=[CH:10]1>C(Cl)Cl>[Br:5][C:6]1[CH:21]=[CH:20][CH:19]=[CH:18][C:7]=1[CH2:8][N:9]1[C:13]([CH2:14][CH2:15][CH2:16][Cl:3])=[CH:12][N:11]=[CH:10]1. Procedure: To a solution of SOCl2 (0.55 mL, 7.54 mmol) in CH2Cl2 (15 mL) at 0° C. is added 3-[3-(2-bromobenzyl)-3H-imidazol-4-yl]propan-1-ol in portion and the resulting white suspension is refluxed for 1.5 h. The mixture is cooled with ice and collected to give a buff-colored solid, which is partitioned between CH2Cl2 and saturated aqueous NaHCO3. The organic layer is washed with brine, dried over anhydrous Na2SO4, and concentrated to give an oil. MS (ESI) m/z 313 (M+H). Conditions: time 18 hour. The reagents and catalysts are CC(=O)[O-].CC(=O)[O-].[Pd+2] (Pd(OAc)2). Product: C(#N)C1=C(C=C(C=C1)N[C@@H](C(=O)N)CC1CCCCC1)NC1=CC(=NS1)C ((R)-2-(4-cyano-3-(3-methylisothiazol-5-ylamino)phenylamino)-3-cyclohexylpropanamide). RXN SMILES: Br[C:2]1[CH:3]=[C:4]([NH:10][C@H:11]([CH2:15][CH:16]2[CH2:21][CH2:20][CH2:19][CH2:18][CH2:17]2)[C:12]([NH2:14])=[O:13])[CH:5]=[CH:6][C:7]=1[C:8]#[N:9].Cl.[NH2:23][C:24]1[S:28][N:27]=[C:26]([CH3:29])[CH:25]=1.C1C=CC(P(C2C(C3C(P(C4C=CC=CC=4)C4C=CC=CC=4)=CC=C4C=3C=CC=C4)=C3C(C=CC=C3)=CC=2)C2C=CC=CC=2)=CC=1.C([O-])([O-])=O.[K+].[K+]>O1CCOCC1.CC([O-])=O.CC([O-])=O.[Pd+2]>[C:8]([C:7]1[CH:6]=[CH:5][C:4]([NH:10][C@H:11]([CH2:15][CH:16]2[CH2:21][CH2:20][CH2:19][CH2:18][CH2:17]2)[C:12]([NH2:14])=[O:13])=[CH:3][C:2]=1[NH:23][C:24]1[S:28][N:27]=[C:26]([CH3:29])[CH:25]=1)#[N:9] |f:1.2,4.5.6,8.9.10|. Solvent: O1CCOCC1 (dioxane). Starting materials: BrC=1C=C(C=CC1C#N)N[C@@H](C(=O)N)CC1CCCCC1 ((R)-2-(3-bromo-4-cyanophenylamino)-3-cyclohexylpropanamide), Cl.NC1=CC(=NS1)C (5-amino-3-methylisothiazole hydrochloride), C=1C=CC(=CC1)P(C=2C=CC=CC2)C3=CC=C4C=CC=CC4=C3C5=C6C=CC=CC6=CC=C5P(C=7C=CC=CC7)C=8C=CC=CC8 (BINAP), C(=O)([O-])[O-].[K+].[K+] (K2CO3). Isolated yield 99.1%. Procedure details: A mixture of (R)-2-(3-bromo-4-cyanophenylamino)-3-cyclohexylpropanamide (222 mg, 0.634 mmol), 5-amino-3-methylisothiazole hydrochloride (126 mg, 0.840 mmol), BINAP (60 mg, 0.096 mmol), Pd(OAc)2 (45 mg, 0.200 mmol) and K2CO3 (360 mg, 2.60 mmol) in dioxane (4 mL) was degassed with Ar, then was stirred at 120 C for 18 h. Water and EtOAc were added. After being filtered, the organic phase was separated, washed with 1N HCl, then with 5% NaHCO3, dried over Na2SO4, concentrated in vacuo to give (R)-2-(... Starting materials: O=C(CCCC(=O)O)C1=CC=CC=C1 (δ-oxobenzenepentanoic acid), Cl.FC1=CC=C(C=C1)NN ((4-fluorophenyl)hydrazine hydrochloride). Product: FC=1C=C2C(=C(NC2=CC1)C1=CC=CC=C1)CCC(=O)O (5-Fluoro-2-phenyl-1H-indole-3-propanoic Acid). Reaction SMILES: O=[C:2]([C:9]1[CH:14]=[CH:13][CH:12]=[CH:11][CH:10]=1)[CH2:3][CH2:4][CH2:5][C:6]([OH:8])=[O:7].Cl.[F:16][C:17]1[CH:22]=[CH:21][C:20]([NH:23]N)=[CH:19][CH:18]=1>>[F:16][C:17]1[CH:18]=[C:19]2[C:20](=[CH:21][CH:22]=1)[NH:23][C:2]([C:9]1[CH:14]=[CH:13][CH:12]=[CH:11][CH:10]=1)=[C:3]2[CH2:4][CH2:5][C:6]([OH:8])=[O:7] |f:1.2|. Procedure: Prepared from δ-oxobenzenepentanoic acid and (4-fluorophenyl)hydrazine hydrochloride according to the method of Description 7. 1H NMR (360 MHz, CDCl3) (Contains 40% δ-oxobenzenepentanoic acid) δ8.04 (1H, s), 7.56-7.39 (5H, m), 7.30-7.25 (2H, m), 6.98-6.93 (1H, m), 3.23-3.18 (2H, m), and 2.71-2.67 (2H, m). The reactants are C[NH+](C)CC1=CC=CC=C1.[Cl-] (benzalkonium chlorides), alkyltrimethyl ammonium chloride, didecyldimethyl ammonium halides, [Cl-].C(CCCCCCC)[N+](C)(C)CCCCCCCCCC (octyldecyldimethyl ammonium chloride), [Cl-].C(CCCCCCCCCCC)[N+](CC1=CC(=C(C=C1)Cl)Cl)(C)C (dodecyldimethyl-3, 4-dichlorobenzyl ammonium chloride), Heteroaromatic ammonium salts, alkyldimethylbenzyl ammonium chlorides, cetylpyridinium halide, Monoalkyltrimethyl ammonium, C1N2CN3CN1C[N+](C2)(C3)C/C=C/Cl.[Cl-] (N-(3-chloroallyl) hexaminium chloride), C[NH+](C)CC1=CC=CC=C1.[Cl-] (benzalkonium chlorides), alkyldimethylbenzyl and alkyldimethyl substituted benzyl (ethylbenzyl) ammonium chlorides, Dialkyldimethyl ammonium, CCCCCCCCCC[N+](C)(C)CCCCCCCCCC (Deciquam 222), quaternary ammonium, monoalkyldimethylbenzyl ammonium, CC=1C=C(C=CC1OCCOCC[N+](C)(C)CC=2C=CC=CC2)C(C)(C)CC(C)(C)C.[Cl-] (methylbenzethonium chloride), CCCCCCCCCC[N+](C)(C)CCCCCCCCCC.[Cl-] (Bardac 22), substituted benzyl quaternary ammonium, alkylaryltrimethyl ammonium chloride, CCCCCCCCCCCC[N+](C)(C)CC1=CC(=C(C=C1)Cl)Cl.[Cl-] (Riseptin). The reagents and catalysts are CC(C)(C)CC(C)(C)C=1C=CC(=CC1)OCCOCC[N+](C)(C)CC=2C=CC=CC2.[Cl-] (benzethonium chloride), CCCCCCCCCCCCCCCC[N+]=1C=CC=CC1.O.[Cl-] (cetylpyridinium chloride), [Br-].C(CCCCCCCCCCCCCCC)[N+](CC)(C)C (cetyl-dimethyl ethyl ammonium bromide), CCCCCCCCCCCC[N+](C)(C)CCOC=1C=CC=CC1.[Br-] (domiphen bromide), CCCCCCCCCCCCCC[N+](C)(C)CC1=CC=CC=C1.[Cl-] (Hyamine 3500), [Br-].C(CCCCCCCCCCCCCCC)[N+](C)(C)C (cetyltrimethyl ammonium bromide). The product is C1N2CN3CN1CN(C2)C3 (hexamethylenetetramine), ClC=CCCl (1, 3-dichloropropene), ClC=CC[N+]12CN3CN(CN(C1)C3)C2 (1-(3-chloroallyl)-3, 5, 7-triaza-1-azoniaadamantane), alkyldimethyl-naphthylmethyl ammonium chloride. As a reaction SMILES: C[NH+](CC1C=CC=CC=1)C.[Cl-].[CH2:12]1[N:17]2[CH2:18][N+:19]3([CH2:22]/[CH:23]=[CH:24]/[Cl:25])[CH2:21][N:15]([CH2:16]2)[CH2:14][N:13]1[CH2:20]3.[Cl-].CC1C=C(C(CC(C)(C)C)(C)C)C=CC=1OCCOCC[N+](CC1C=CC=CC=1)(C)C.[Cl-].[Cl-].C([N+](C)(C)CC1C=CC([Cl:80])=C(Cl)C=1)CCCCCCCCCCC.CCCCCCCCCC[N+](CCCCCCCCCC)(C)C.CCCCCCCCCC[N+](CCCCCCCCCC)(C)C.[Cl-].[Cl-].C([N+](CCCCCCCCCC)(C)C)CCCCCCC>CCCCCCCCCCCCCCCC[N+]1C=CC=CC=1.O.[Cl-].CCCCCCCCCCCC[N+](CCOC1C=CC=CC=1)(C)C.[Br-].CC(CC(C1C=CC(OCCOCC[N+](CC2C=CC=CC=2)(C)C)=CC=1)(C)C)(C)C.[Cl-].[Br-].C([N+](C)(C)C)CCCCCCCCCCCCCCC.[Br-].C([N+](C)(C)CC)CCCCCCCCCCCCCCC.CCCCCCCCCCCCCC[N+](CC1C=CC=CC=1)(C)C.[Cl-]>[CH2:12]1[N:17]2[CH2:18][N:19]3[CH2:21][N:15]([CH2:16]2)[CH2:14][N:13]1[CH2:20]3.[Cl:80][CH:22]=[CH:23][CH2:24][Cl:25].[Cl:25][CH:24]=[CH:23][CH2:22][N+:19]12[CH2:20][N:13]3[CH2:14][N:15]([CH2:16][N:17]([CH2:12]3)[CH2:18]1)[CH2:21]2 |f:0.1,2.3,4.5,6.7,9.10,11.12,13.14.15,16.17,18.19,20.21,22.23,24.25|. Procedure: Further exemplary quaternary ammonium compounds include benzalkonium chlorides, substituted benzalkonium chlorides, cetylpyridinium chloride, N-(3-chloroallyl) hexaminium chloride, domiphen bromide, benzethonium chloride, and methylbenzethonium chloride. Monoalkyltrimethyl ammonium salts include cetyltrimethyl ammonium bromide, alkyltrimethyl ammonium chloride, alkylaryltrimethyl ammonium chloride, and cetyl-dimethyl ethyl ammonium bromide. Exemplary monoalkyldimethylbenzyl ammonium salts includ... Reactants: FC(C(=O)O)(F)F.ClC=1N=C(C2=CC(=CC=C2C1)S(=O)(=O)NCC(=O)O)NC(=N)N (N-[(-Chloro-1-guanidino-7-isoquinolinyl)sulphonyl]glycine trifluoroacetate), Cl.NC(=N)N (guanidine hydrochloride), C(C)(C)(C)OC(CNS(=O)(=O)C1=CC=C2C(=CN=C(C2=C1)Cl)Cl)=O (N-[(1,4-Dichloro-7-isoquinolinyl)sulphonyl]glycine t-butyl ester). The solvent is O (water), CS(=O)C (DMSO). Run at temperature 60 celsius. Product: Cl.C(C)(C)(C)OC(CNS(=O)(=O)C1=CC=C2C(=CN=C(C2=C1)NC(=N)N)Cl)=O (N-[(4-chloro-1-guanidino-7-isoquinolinyl)sulphonyl]glycine t-butyl ester hydrochloride). The yield is 36.8%. As a reaction SMILES: FC(F)(F)C(O)=O.[Cl:8]C1N=C(NC(N)=N)C2C(C=1)=CC=C(S(NCC(O)=O)(=O)=O)C=2.Cl.[NH2:32][C:33]([NH2:35])=[NH:34].[C:36]([O:40][C:41](=[O:59])[CH2:42][NH:43][S:44]([C:47]1[CH:56]=[C:55]2[C:50]([C:51]([Cl:58])=[CH:52][N:53]=[C:54]2Cl)=[CH:49][CH:48]=1)(=[O:46])=[O:45])([CH3:39])([CH3:38])[CH3:37]>CS(C)=O.O>[ClH:8].[C:36]([O:40][C:41](=[O:59])[CH2:42][NH:43][S:44]([C:47]1[CH:56]=[C:55]2[C:50]([C:51]([Cl:58])=[CH:52][N:53]=[C:54]2[NH:34][C:33]([NH2:35])=[NH:32])=[CH:49][CH:48]=1)(=[O:45])=[O:46])([CH3:39])([CH3:37])[CH3:38] |f:0.1,2.3,7.8|. Procedure details: N-[(-Chloro-1-guanidino-7-isoquinolinyl)sulphonyl]glycine trifluoroacetate ##STR13## NaH (29 mg, 80% dispersion by wt in mineral oil, 0.97 mmol) was added in one portion to a stirred solution of guanidine hydrochloride (146 mg, 1.52 mmol) in DMSO (2.0 mL) and the mixture was heated at 60° C. under N2 for 30 min. N-[(1,4-Dichloro-7-isoquinolinyl)sulphonyl]glycine t-butyl ester (150 mg, 0.38 mmol) was added and the mixture heated at 90° C. for 9 h. The cooled mixture was diluted with water (30 mL)... Reactants: NC(C(C(=O)O)O)C(C)C (3-Amino-2-hydroxy-4-methylpentanoic acid), CCO (CH3CH2OH), Cl (HCl). The product is NC(C(C(=O)OCC)O)C(C)C.Cl (Ethyl 3-Amino-2-hydroxy-4-methyl-pentanoate•hydrochloride). Reaction SMILES: [NH2:1][CH:2]([CH:8]([CH3:10])[CH3:9])[CH:3]([OH:7])[C:4]([OH:6])=[O:5].[ClH:11].[CH3:12][CH2:13]O>>[NH2:1][CH:2]([CH:8]([CH3:10])[CH3:9])[CH:3]([OH:7])[C:4]([O:6][CH2:12][CH3:13])=[O:5].[ClH:11] |f:3.4|. Procedure details: Treat 3-Amino-2-hydroxy-4-methylpentanoic acid (0.89 g, 6.05 mmol) (Peet, N. P. et al., J. Med. Chem., 33, 394 (1990)) in CH3CH2OH (25 mL and then 20 mL) with gaseous HCl. Concentrate and dry over KOH pellets to give the title compound.